This data is from the Open Reaction Database (ORD), a public repository of structured organic reaction records. The task is: describe an organic reaction: reactants, conditions, products, and yield Starting materials: N#Cc1ccccc1CBr, O=C([O-])[O-], CN(C)C=O, O=[N+]([O-])c1ccc(O)c(Cl)c1, [K+], [K+], O. The product is N#Cc1ccccc1COc1ccc([N+](=O)[O-])cc1Cl. Reaction SMILES: [Br:12][CH2:13][c:14]1[c:15]([C:16]#[N:17])[cH:18][cH:19][cH:20][cH:21]1.[C:22](=[O:23])([O-:24])[O-:25].[CH3:29][N:30]([CH3:31])[CH:32]=[O:33].[Cl:1][c:2]1[c:3]([OH:11])[cH:4][cH:5][c:6]([N+:8](=[O:9])[O-:10])[cH:7]1.[K+:26].[K+:27].[OH2:28]>>[Cl:1][c:2]1[c:3]([O:11][CH2:13][c:14]2[c:15]([C:16]#[N:17])[cH:18][cH:19][cH:20][cH:21]2)[cH:4][cH:5][c:6]([N+:8](=[O:9])[O-:10])[cH:7]1. Reactants: CC(C)(C)OC(=O)CN, CC(C)(CC=O)C(=O)OCc1ccccc1, ClCCl. Yields the product CC(C)(C)OC(=O)CN=CCC(C)(C)C(=O)OCc1ccccc1. As a reaction SMILES: [C:1]([CH3:2])([CH3:3])([CH3:4])[O:5][C:6]([CH2:7][NH2:8])=[O:9].[CH2:10]([c:11]1[cH:12][cH:13][cH:14][cH:15][cH:16]1)[O:17][C:18]([C:19]([CH2:20][CH:21]=[O:22])([CH3:23])[CH3:24])=[O:25].[Cl:26][CH2:27][Cl:28]>>[C:1]([CH3:2])([CH3:3])([CH3:4])[O:5][C:6]([CH2:7][N:8]=[CH:21][CH2:20][C:19]([C:18]([O:17][CH2:10][c:11]1[cH:12][cH:13][cH:14][cH:15][cH:16]1)=[O:25])([CH3:23])[CH3:24])=[O:9]. Starting materials: CNC=1C=NC=CC1C1=C(C=CC=C1)C (N-methyl-4-o-tolylpyridin-3-amine), ClC1=CC(=NC(=C1)C)C(=O)O (4-chloro-6-methylpyridine-2-carboxylic acid), solid. Product: CN(C(=O)C1=NC(=CC(=C1)Cl)C)C=1C=NC=CC1C1=C(C=CC=C1)C (4-Chloro-6-methyl-pyridine-2-carboxylic acid methyl-(4-o-tolyl-pyridin-3-yl)-amide). RXN SMILES: [CH3:1][NH:2][C:3]1[CH:4]=[N:5][CH:6]=[CH:7][C:8]=1[C:9]1[CH:14]=[CH:13][CH:12]=[CH:11][C:10]=1[CH3:15].[Cl:16][C:17]1[CH:22]=[C:21]([CH3:23])[N:20]=[C:19]([C:24](O)=[O:25])[CH:18]=1>>[CH3:1][N:2]([C:3]1[CH:4]=[N:5][CH:6]=[CH:7][C:8]=1[C:9]1[CH:14]=[CH:13][CH:12]=[CH:11][C:10]=1[CH3:15])[C:24]([C:19]1[CH:18]=[C:17]([Cl:16])[CH:22]=[C:21]([CH3:23])[N:20]=1)=[O:25]. Procedure details: The title compound was prepared in analogy to example 90, from N-methyl-4-o-tolylpyridin-3-amine (example 1, intermediate a) and 4-chloro-6-methylpyridine-2-carboxylic acid (CAS RN 30235-19-9). Colorless solid (35%). MS (ESI): m/z=352.12 [M+H]+. Starting materials: [OH-].[Na+] (sodium hydroxide), [N+](=O)([O-])C=1C=C(C=CC1)CC#N (3-nitrophenylacetonitrile), C1(=CC=C(C=C1)S(=O)(=O)O)C.C(CN)N (ethylenediamine para-toluenesulphonate), Cl (hydrochloride), aqueous solution, Cl (HCl). Run at temperature 100 celsius. Yields the product Cl.[N+](=O)([O-])C=1C=C(CC=2NCCN2)C=CC1 (2-(3-Nitrobenzyl)-4,5-dihydro-1H-imidazole hydrochloride). As a reaction SMILES: [N+:1]([C:4]1[CH:5]=[C:6]([CH2:10][C:11]#[N:12])[CH:7]=[CH:8][CH:9]=1)([O-:3])=[O:2].C1(C)C=CC(S(O)(=O)=O)=CC=1.[CH2:24](N)[CH2:25][NH2:26].[OH-].[Na+].[ClH:30]>>[ClH:30].[N+:1]([C:4]1[CH:5]=[C:6]([CH:7]=[CH:8][CH:9]=1)[CH2:10][C:11]1[NH:26][CH2:25][CH2:24][N:12]=1)([O-:3])=[O:2] |f:1.2,3.4,6.7|. Procedure details: A mixture of 30.7 mmol (5 g) of 3-nitrophenylacetonitrile and 30 mmol (7.2 g) of ethylenediamine para-toluenesulphonate is heated at 100° C. for 1 hour. After cooling to 20° C., the mixture is hydrolysed with 100 ml of a 5M aqueous solution of sodium hydroxide and then extracted with dichloromethane. The organic phases are dried over magnesium sulphate and concentrated. The residue obtained is converted into the hydrochloride by the action of an ethanolic HCl solution to yield the expected produ...